The task is: describe an organic reaction: reactants, conditions, products, and yield. This data is from the Open Reaction Database (ORD), a public repository of structured organic reaction records. The reactants are NCCBr, Br, O=C(Cl)c1ccc(F)cc1[N+](=O)[O-], [Na+], [OH-], O, c1ccccc1. Yields the product O=C(NCCBr)c1ccc(F)cc1[N+](=O)[O-]. RXN SMILES: [Br:2][CH2:3][CH2:4][NH2:5].[BrH:1].[F:6][c:7]1[cH:8][c:9]([N+:16](=[O:17])[O-:18])[c:10]([C:11](=[O:12])[Cl:13])[cH:14][cH:15]1.[Na+:20].[OH-:19].[OH2:21].[cH:22]1[cH:23][cH:24][cH:25][cH:26][cH:27]1>>[Br:2][CH2:3][CH2:4][NH:5][C:11]([c:10]1[c:9]([N+:16](=[O:17])[O-:18])[cH:8][c:7]([F:6])[cH:15][cH:14]1)=[O:12]. The reactants are ClC1=CC=C(C(=N1)NC)N (6-Chloro-N2-methylpyridine-2,3-diamine), C(=O)(N1C=NC=C1)N1C=NC=C1 (1,1′-carbonyldiimidazole), CN(C)C=O (DMF). Procedure: 6-Chloro-N2-methylpyridine-2,3-diamine (1-2, 35 g, 222 mmol) and 1,1′-carbonyldiimidazole (63 g, 389 mmol) were added to a round bottom flask and suspended in DMF (150 mL). The solution was heated to 80° C. in an oil bath overnight. The reaction was then suspended in ethyl acetate and sodium bicarbonate. The suspension was washed with sodium bicarbonate, brine(×5), dried over sodium sulfate, filtered, and concentrated to produce 5-chloro-3-methyl-1,3-dihydro-2H-imidazo[4,5-b]pyridin-2-one (1-3) ... The product is ClC1=CC=C2C(=N1)N(C(N2)=O)C (5-Chloro-3-methyl-1,3-dihydro-2H-imidazo[4,5-b]pyridin-2-one). Conditions: temperature 80 celsius. The solvent is C(C)(=O)OCC (ethyl acetate), C([O-])(O)=O.[Na+] (sodium bicarbonate). Reaction SMILES: [Cl:1][C:2]1[N:7]=C(NC)[C:5]([NH2:10])=[CH:4][CH:3]=1.C(N1C=CN=C1)(N1C=CN=C1)=O.[CH3:23][N:24]([CH:26]=[O:27])[CH3:25]>C(OCC)(=O)C.C(=O)(O)[O-].[Na+]>[Cl:1][C:2]1[N:7]=[C:23]2[N:24]([CH3:25])[C:26](=[O:27])[NH:10][C:5]2=[CH:4][CH:3]=1 |f:4.5|. Starting materials: C=O (formalin), N1CCOCC1 (morpholin), CS(=O)(=O)NCCSC1=CC=CC=2N1C=CN2 (5-[2-(methylsulfonylamino)ethylthio] imidazo[1,2-a]pyridine). Run in C(C)(=O)O (acetic acid). Product: CS(=O)(=O)NCCSC1=CC=CC=2N1C(=CN2)CN2CCOCC2 (5-[2-(methylsulfonylamino)ethylthio]3-morpholinomethylimidazo[1,2-a]pyridine). The yield is 71.5%. RXN SMILES: [CH2:1]=O.[NH:3]1[CH2:8][CH2:7][O:6][CH2:5][CH2:4]1.[CH3:9][S:10]([NH:13][CH2:14][CH2:15][S:16][C:17]1[N:22]2[CH:23]=[CH:24][N:25]=[C:21]2[CH:20]=[CH:19][CH:18]=1)(=[O:12])=[O:11]>C(O)(=O)C>[CH3:9][S:10]([NH:13][CH2:14][CH2:15][S:16][C:17]1[N:22]2[C:23]([CH2:1][N:3]3[CH2:8][CH2:7][O:6][CH2:5][CH2:4]3)=[CH:24][N:25]=[C:21]2[CH:20]=[CH:19][CH:18]=1)(=[O:12])=[O:11]. Reported procedure: To a solution of 37% formalin (178 mg, 2.2 mmoles) in acetic acid (2 ml) was added morpholin (192 μl, 2.2 mmoles) under ice-cooling with stirring and the mixture was stirred at room temperature for 30 minutes. 5-[2-(methylsulfonylamino)ethylthio] imidazo[1,2-a]pyridine (543 mg, 2 mmoles) was added to the reaction mixture, followed by stirring at 60° C. for 2 hours. After the solvent was distilled off, the residue was dissolved in chloroform (50 ml) and washed with 1N NaOH (10 ml). Then, the aque... The reactants are ClC1=C(C=CC=C1)C(CC(C1=CNC(C=C1)=O)=O)C1=CC(=C(C(=O)OC)C=C1)F (methyl 4-(1-(2-chlorophenyl)-3-oxo-3-(6-oxo-1,6-dihydropyridin-3-yl)propyl)-2-fluorobenzoate), IC (iodomethane), C([O-])([O-])=O.[K+].[K+] (potassium carbonate). Yields the product ClC1=C(C=CC=C1)C(CC(=O)C1=CN(C(C=C1)=O)C)C1=CC(=C(C(=O)OC)C=C1)F (Methyl 4-(1-(2-chlorophenyl)-3-(1-methyl-6-oxo-1,6-dihydropyridin-3-yl)-3-oxopropyl)-2-fluorobenzoate). RXN SMILES: [Cl:1][C:2]1[CH:7]=[CH:6][CH:5]=[CH:4][C:3]=1[CH:8]([C:19]1[CH:28]=[CH:27][C:22]([C:23]([O:25][CH3:26])=[O:24])=[C:21]([F:29])[CH:20]=1)[CH2:9][C:10](=[O:18])[C:11]1[CH:16]=[CH:15][C:14](=[O:17])[NH:13][CH:12]=1.IC.[C:32](=O)([O-])[O-].[K+].[K+]>>[Cl:1][C:2]1[CH:7]=[CH:6][CH:5]=[CH:4][C:3]=1[CH:8]([C:19]1[CH:28]=[CH:27][C:22]([C:23]([O:25][CH3:26])=[O:24])=[C:21]([F:29])[CH:20]=1)[CH2:9][C:10]([C:11]1[CH:16]=[CH:15][C:14](=[O:17])[N:13]([CH3:32])[CH:12]=1)=[O:18] |f:2.3.4|. Reported procedure: In analogy to example 161, step 1, methyl 4-(1-(2-chlorophenyl)-3-oxo-3-(6-oxo-1,6-dihydropyridin-3-yl)propyl)-2-fluorobenzoate was reacted with iodomethane in the presence of potassium carbonate to give the title compound as an off-white foam, MS (ESI+): m/z=428.2 [M+H]+.